From a dataset of the Open Reaction Database (ORD), a public repository of structured organic reaction records. describe an organic reaction: reactants, conditions, products, and yield The reactants are O=C1CCC(=O)N1Br, CC(=O)OC(C)=O, CSc1cc[nH]c(=O)n1, CC(=O)O, [Na+], O, O=S([O-])O. Product: CSc1nc(=O)[nH]cc1Br. As a reaction SMILES: [Br:17][N:18]1[C:19](=[O:20])[CH2:21][CH2:22][C:23]1=[O:24].[CH3:10][C:11]([O:12][C:13](=[O:14])[CH3:15])=[O:16].[CH3:1][S:2][c:3]1[n:4][c:5](=[O:9])[nH:6][cH:7][cH:8]1.[CH3:30][C:31](=[O:32])[OH:33].[Na+:29].[OH2:34].[S:25](=[O:26])([OH:27])[O-:28]>>[CH3:1][S:2][c:3]1[n:4][c:5](=[O:9])[nH:6][cH:7][c:8]1[Br:17]. As a reaction SMILES: [BrH:1].[CH2:2]([N:4]1[CH2:9][CH2:8][CH2:7][CH:6]([CH2:10]O)[CH2:5]1)[CH3:3].O.C(=O)([O-])[O-].[K+].[K+]>ClCCl>[Br:1][CH2:10][CH:6]1[CH2:7][CH2:8][CH2:9][N:4]([CH2:2][CH3:3])[CH2:5]1 |f:3.4.5|. Run in ClCCl (dichloromethane). Reactants: C([O-])([O-])=O.[K+].[K+] (potassium carbonate), Br (hydrogen bromide), C(C)N1CC(CCC1)CO (N-ethyl-3-piperidinemethanol), O (water). Product: BrCC1CN(CCC1)CC (3-(Bromomethyl)-1-ethylpiperidine). Reported procedure: 48% Aqueous hydrogen bromide (16 ml) was added to N-ethyl-3-piperidinemethanol (1.53 g) and the stirring mixture refluxed for 6 hours. After cooling, the solvent was stripped, the residue treated with water and made basic by addition of 1M aq. potassium carbonate. The mixture was shaken with dichloromethane, filtered to remove unwanted solid, and the filtrate separated. The aqueous layer was further extracted with dichloromethane and the combined extracts washed with dilute brine, dried by passi...